describe an organic reaction: reactants, conditions, products, and yield From a dataset of the Open Reaction Database (ORD), a public repository of structured organic reaction records. Reactants: CC(C)(C)OC(=O)Nc1ccc(C(F)(F)F)cc1C(=O)NCC(=O)NC1CCN(Cc2ccc(Cl)cc2)C1, CO, [OH-], [OH-], [Pd+2]. Yields the product CC(C)(C)OC(=O)Nc1ccc(C(F)(F)F)cc1C(=O)NCC(=O)NC1CCNC1. Reaction SMILES: [C:1]([CH3:2])([CH3:3])([CH3:4])[O:5][C:6](=[O:7])[NH:8][c:9]1[c:10]([C:11](=[O:12])[NH:13][CH2:14][C:15](=[O:16])[NH:17][CH:18]2[CH2:19][N:20]([CH2:23][c:24]3[cH:25][cH:26][c:27]([Cl:28])[cH:29][cH:30]3)[CH2:21][CH2:22]2)[cH:31][c:32]([C:35]([F:36])([F:37])[F:38])[cH:33][cH:34]1.[CH3:42][OH:43].[OH-:39].[OH-:40].[Pd+2:41]>>[C:1]([CH3:2])([CH3:3])([CH3:4])[O:5][C:6](=[O:7])[NH:8][c:9]1[c:10]([C:11](=[O:12])[NH:13][CH2:14][C:15](=[O:16])[NH:17][CH:18]2[CH2:19][NH:20][CH2:21][CH2:22]2)[cH:31][c:32]([C:35]([F:36])([F:37])[F:38])[cH:33][cH:34]1.